The task is: describe an organic reaction: reactants, conditions, products, and yield. This data is from the Open Reaction Database (ORD), a public repository of structured organic reaction records. The reactants are CN(C([C@H]1N(CCC1)C(=O)C1=CC=CC=C1)=O)C (N,N-Dimethyl-1-(phenylcarbonyl)-L-prolinamide), [H-].[H-].[H-].[H-].[Li+].[Al+3] (LiAlH4). Run in C1CCOC1 (THF). Conditions: temperature 0 celsius, time 8 hour. Yields the product CN(C[C@H]1N(CCC1)CC1=CC=CC=C1)C (N,N-dimethyl-1-[(2S)-1-(phenylmethyl)-2-pyrrolidinyl]methanamine). Yield: 93.5%. Reaction SMILES: [CH3:1][N:2]([CH3:18])[C:3](=O)[C@@H:4]1[CH2:8][CH2:7][CH2:6][N:5]1[C:9]([C:11]1[CH:16]=[CH:15][CH:14]=[CH:13][CH:12]=1)=O.[H-].[H-].[H-].[H-].[Li+].[Al+3]>C1COCC1>[CH3:1][N:2]([CH3:18])[CH2:3][C@@H:4]1[CH2:8][CH2:7][CH2:6][N:5]1[CH2:9][C:11]1[CH:16]=[CH:15][CH:14]=[CH:13][CH:12]=1 |f:1.2.3.4.5.6|. Procedure: N,N-Dimethyl-1-(phenylcarbonyl)-L-prolinamide (4.50 g, 18.269 mmol) was dissolved in 100 mL of THF, cooled to 0° C., and then LiAlH4 (1.386 mg, 36.54 mmol) was added portion wise. The mixture was heated to 80° C. for 2 h, then allowed to cool to RT. The reaction was quenched in succession with H2O (1.5 mL), 15% aq. NaOH (1.5 mL) and H2O (4.5 mL) and was stirred at room temperature overnight. The contents were filtered, and the filtrate was concentrated in vacuo to provide N,N-dimethyl-1-[(2S)-1-... The reactants are BrCC1CC1 (bromomethylcyclopropane), BrC1=CC=C(C=C1)C[C@@H](C(=O)OC)O (methyl (S)-3-(4-bromophenyl)-2-hydroxypropionate). Reagents/catalysts: [Ag]=O (silver oxide). Solvent: C(C)OCC (diethyl ether). Reaction conditions: temperature 50 celsius, time 24 hour. Product: BrC1=CC=C(C=C1)C[C@@H](C(=O)OC)OCC1CC1 (methyl (S)-3-(4-bromophenyl)-2-(cyclopropylmethoxy)propanoate). Yield: 121.8%. RXN SMILES: Br[CH2:2][CH:3]1[CH2:5][CH2:4]1.[Br:6][C:7]1[CH:12]=[CH:11][C:10]([CH2:13][C@H:14]([OH:19])[C:15]([O:17][CH3:18])=[O:16])=[CH:9][CH:8]=1>C(OCC)C.[Ag]=O>[Br:6][C:7]1[CH:8]=[CH:9][C:10]([CH2:13][C@H:14]([O:19][CH2:2][CH:3]2[CH2:5][CH2:4]2)[C:15]([O:17][CH3:18])=[O:16])=[CH:11][CH:12]=1. Procedure details: 0.11 ml (1.15 mmol) of bromomethylcyclopropane are added to a mixture of 267 mg (3.48 mmol) of silver oxide and 100 mg (0.38 mmol) of methyl (S)-3-(4-bromophenyl)-2-hydroxypropionate in 2 ml of diethyl ether. The reaction mixture is stirred at 50° C. for 24 hours. The mixture is filtered and then the solvents are evaporated. The residue is chromatographed on silica gel (heptane/ethyl acetate 85/15). 145 mg of methyl (S)-3-(4-bromophenyl)-2-(cyclopropylmethoxy)propanoate are obtained in the form ... Starting materials: [Br-], [Br-], O=S(=O)(Oc1ccc2cc(Br)ccc2c1)C(F)(F)F, C[Mg+], [Li+], C1CCOC1. Product: Cc1ccc2cc(Br)ccc2c1. RXN SMILES: [Br-:21].[Br-:22].[Br:1][c:2]1[cH:3][c:4]2[cH:5][cH:6][c:7]([O:12][S:13]([C:14]([F:15])([F:16])[F:17])(=[O:18])=[O:19])[cH:8][c:9]2[cH:10][cH:11]1.[CH3:23][Mg+:24].[Li+:20].[O:25]1[CH2:26][CH2:27][CH2:28][CH2:29]1>>[Br:1][c:2]1[cH:3][c:4]2[cH:5][cH:6][c:7]([CH3:23])[cH:8][c:9]2[cH:10][cH:11]1. The reactants are ON=C(C(=O)OCC)C(=O)C1=CC=C(C=C1)OC (Ethyl 2-hydroxyimino-3-(4-methoxyphenyl)-3-oxopropionate), CC=1C=C(CN)C=CC1[N+](=O)[O-] (3-methyl-4-nitrobenzylamine). The product is COC1=CC=C(C=C1)C1=C(N=C(N1)C1=CC(=C(C=C1)[N+](=O)[O-])C)C(=O)OCC (ethyl 5-(4-methoxyphenyl)-2-(3-methyl-4-nitrophenyl)imidazole-4-carboxylate). Isolated yield 22.5%. Reaction SMILES: O[N:2]=[C:3]([C:9]([C:11]1[CH:16]=[CH:15][C:14]([O:17][CH3:18])=[CH:13][CH:12]=1)=O)[C:4]([O:6][CH2:7][CH3:8])=[O:5].[CH3:19][C:20]1[CH:21]=[C:22]([CH:25]=[CH:26][C:27]=1[N+:28]([O-:30])=[O:29])[CH2:23][NH2:24]>>[CH3:18][O:17][C:14]1[CH:15]=[CH:16][C:11]([C:9]2[NH:24][C:23]([C:22]3[CH:25]=[CH:26][C:27]([N+:28]([O-:30])=[O:29])=[C:20]([CH3:19])[CH:21]=3)=[N:2][C:3]=2[C:4]([O:6][CH2:7][CH3:8])=[O:5])=[CH:12][CH:13]=1. Procedure details: Ethyl 2-hydroxyimino-3-(4-methoxyphenyl)-3-oxopropionate (121.6 g) and 3-methyl-4-nitrobenzylamine (105.4 g) were reacted in the same manner as in Starting Material Synthetic Example 1. After the reaction, the solvent was evaporated under reduced pressure and the residue was subjected to silica gel column chromatography to give ethyl 5-(4-methoxyphenyl)-2-(3-methyl-4-nitrophenyl)imidazole-4-carboxylate (41.5 g), melting point 187-191° C. Reactants: [BH4-], CC(C)(C)C1OC(=O)C(c2ccccc2)(C2CCC(=O)C2)O1, CO, CCOCC, [Na+]. Yields the product CC(C)(C)C1OC(=O)C(c2ccccc2)(C2CCC(O)C2)O1. As a reaction SMILES: [BH4-:23].[C:1]([CH3:2])([CH3:3])([CH3:4])[CH:5]1[O:6][C:7]([c:11]2[cH:12][cH:13][cH:14][cH:15][cH:16]2)([CH:17]2[CH2:18][C:19](=[O:22])[CH2:20][CH2:21]2)[C:8](=[O:10])[O:9]1.[CH3:25][OH:26].[CH3:27][CH2:28][O:29][CH2:30][CH3:31].[Na+:24]>>[C:1]([CH3:2])([CH3:3])([CH3:4])[CH:5]1[O:6][C:7]([c:11]2[cH:12][cH:13][cH:14][cH:15][cH:16]2)([CH:17]2[CH2:18][CH:19]([OH:22])[CH2:20][CH2:21]2)[C:8](=[O:10])[O:9]1. The reactants are COC1=CC=C(C=C1C1=C(C=C(C=C1)C(F)(F)F)CSC1=CC=CC=C1)CC(=O)O ((6-methoxy-2′-phenylsulfanylmethyl-4′-trifluoromethyl-biphenyl-3-yl)-acetic acid), ClC=1C=C(C(=O)OO)C=CC1 (3-chloroperoxybenzoic acid). The solvent is ClCl (Cl2). Reaction conditions: time 20 minute. Product: C1(=CC=CC=C1)S(=O)CC1=C(C=CC(=C1)C(F)(F)F)C1=CC(=CC=C1OC)CC(=O)O ((2′-Benzenesulfinylmethyl-6-methoxy-4′-trifluoromethyl-biphenyl-3-yl)-acetic acid). Reaction SMILES: [CH3:1][O:2][C:3]1[C:8]([C:9]2[CH:14]=[CH:13][C:12]([C:15]([F:18])([F:17])[F:16])=[CH:11][C:10]=2[CH2:19][S:20][C:21]2[CH:26]=[CH:25][CH:24]=[CH:23][CH:22]=2)=[CH:7][C:6]([CH2:27][C:28]([OH:30])=[O:29])=[CH:5][CH:4]=1.ClC1C=C(C=CC=1)C(OO)=[O:36]>ClCl>[C:21]1([S:20]([CH2:19][C:10]2[CH:11]=[C:12]([C:15]([F:18])([F:16])[F:17])[CH:13]=[CH:14][C:9]=2[C:8]2[C:3]([O:2][CH3:1])=[CH:4][CH:5]=[C:6]([CH2:27][C:28]([OH:30])=[O:29])[CH:7]=2)=[O:36])[CH:22]=[CH:23][CH:24]=[CH:25][CH:26]=1. Procedure details: To (6-methoxy-2′-phenylsulfanylmethyl-4′-trifluoromethyl-biphenyl-3-yl)-acetic acid (0.030 g, 0.07 mmol) in CH2 Cl2 was added 3-chloroperoxybenzoic acid (0.015 g, 0.07 mmol), and the reaction was stirred at room temperature for 20 minutes. The mixture was concentrated, and the residue was purified by preparative HPLC to give the title compound. The reactants are CO (methanol), BrCC(CO)(C)OC (3-Bromo-2-methoxy-2-methylpropan-1-ol), [Na] (sodium), C(CCCCCCCCCCCCCCCCC)S (octadecanethiol). Run in C(C)O (ethanol). Product: C=C(CO)CSCCCCCCCCCCCCCCCCCC (2-methylene-3-octadecylthiopropan-1-ol). Reaction SMILES: Br[CH2:2][C:3](OC)([CH3:6])[CH2:4][OH:5].[Na].[CH2:10]([SH:28])[CH2:11][CH2:12][CH2:13][CH2:14][CH2:15][CH2:16][CH2:17][CH2:18][CH2:19][CH2:20][CH2:21][CH2:22][CH2:23][CH2:24][CH2:25][CH2:26][CH3:27].CO>C(O)C>[CH2:6]=[C:3]([CH2:2][S:28][CH2:10][CH2:11][CH2:12][CH2:13][CH2:14][CH2:15][CH2:16][CH2:17][CH2:18][CH2:19][CH2:20][CH2:21][CH2:22][CH2:23][CH2:24][CH2:25][CH2:26][CH3:27])[CH2:4][OH:5] |^1:8|. Procedure details: 3-Bromo-2-methoxy-2-methylpropan-1-ol is reacted with the sodium salt of octadecanethiol in ethanol. The 2-methylene-3-octadecylthiopropan-1-ol (wax-like substance) is thereby obtained with the splitting off of methanol. Product: C(C1=CC=CC=C1)OC1=C2C(=CNC2=CC=C1)C(=O)C1C(C1(C)C)(C)C ((4-Benzyloxy-1H-indol-3-yl)-(2,2,3,3-tetramethyl-cyclopropyl)-methanone). The solvent is ClCCl (dichloromethane). The reagents and catalysts are [Cl-].[Zn+2].[Cl-] (zinc chloride). As a reaction SMILES: [CH2:1]([O:8][C:9]1[CH:17]=[CH:16][CH:15]=[C:14]2[C:10]=1[CH:11]=[CH:12][NH:13]2)[C:2]1[CH:7]=[CH:6][CH:5]=[CH:4][CH:3]=1.C([Mg]Br)C.[CH3:22][C:23]1([CH3:31])[C:25]([CH3:27])([CH3:26])[CH:24]1[C:28](Cl)=[O:29]>ClCCl.[Cl-].[Zn+2].[Cl-]>[CH2:1]([O:8][C:9]1[CH:17]=[CH:16][CH:15]=[C:14]2[C:10]=1[C:11]([C:28]([CH:24]1[C:25]([CH3:27])([CH3:26])[C:23]1([CH3:31])[CH3:22])=[O:29])=[CH:12][NH:13]2)[C:2]1[CH:3]=[CH:4][CH:5]=[CH:6][CH:7]=1 |f:4.5.6|. Isolated yield 33.3%. Reported procedure: A mixture of 4-benzyloxyindole (1.1 g, 4.8 mmol), ethylmagnesium bromide (1.0 M solution in THF, 5.2 mL, 5.2 mmol), zinc chloride (1.0 M solution in Et2O, 5.2 mL, 5.2 mmol) and the product of Example 1A (4.8 mmol) in 25 mL of dichloromethane was processed as described in Example 1B to provide the title compound (0.56 g, 1.6 mmol, 34% yield). MS (DCI/NH3) m/z 348 (M+H)+. Reactants: C(C1=CC=CC=C1)OC1=C2C=CNC2=CC=C1 (4-benzyloxyindole), C(C)[Mg]Br (ethylmagnesium bromide), CC1(C(C1(C)C)C(=O)Cl)C (2,2,3,3-tetramethylcyclopropanecarbonyl chloride). The reactants are [H-].[Na+] (sodium hydride), [Cl-].[NH4+] (ammonium chloride), C(C)C(C(=O)OC)(CC)COS(=O)(=O)C1=CC=C(C=C1)C (methyl 2-ethyl-2-(p-tolylsulfonyloxymethyl)-butanoate), FC(C=1N=C(N(C1)COCC[Si](C)(C)C)C=1C=CC(=NC1)C1=CC=C(C=C1)O)(F)F (4-{5-[4-(trifluoromethyl)-1-{[2-(trimethylsilyl)ethoxy]methyl}-1H-imidazol-2-yl]pyridin-2-yl}phenol), [H-].[Na+] (sodium hydride). Solvent: CN(C=O)C (N,N-dimethylformamide), C(C)(=O)OCC (ethyl acetate), CN(C=O)C (N,N-dimethylformamide). Run at time 1 hour. Yields the product C(C)C(C(=O)OC)(CC)COC1=CC=C(C=C1)C1=NC=C(C=C1)C=1N(C=C(N1)C(F)(F)F)COCC[Si](C)(C)C (methyl 2-ethyl-2-[[4-[5-[4-(trifluoromethyl)-1-(2-trimethylsilylethoxymethyl)imidazol-2-yl]-2-pyridyl]phenoxy]methyl]-butanoate). Yield: 61.3%. RXN SMILES: [F:1][C:2]([F:30])([F:29])[C:3]1[N:4]=[C:5]([C:16]2[CH:17]=[CH:18][C:19]([C:22]3[CH:27]=[CH:26][C:25]([OH:28])=[CH:24][CH:23]=3)=[N:20][CH:21]=2)[N:6]([CH2:8][O:9][CH2:10][CH2:11][Si:12]([CH3:15])([CH3:14])[CH3:13])[CH:7]=1.[H-].[Na+].[CH2:33]([C:35]([CH2:42]OS(C1C=CC(C)=CC=1)(=O)=O)([CH2:40][CH3:41])[C:36]([O:38][CH3:39])=[O:37])[CH3:34].[Cl-].[NH4+]>CN(C)C=O.C(OCC)(=O)C>[CH2:33]([C:35]([CH2:42][O:28][C:25]1[CH:24]=[CH:23][C:22]([C:19]2[CH:18]=[CH:17][C:16]([C:5]3[N:6]([CH2:8][O:9][CH2:10][CH2:11][Si:12]([CH3:15])([CH3:13])[CH3:14])[CH:7]=[C:3]([C:2]([F:1])([F:29])[F:30])[N:4]=3)=[CH:21][N:20]=2)=[CH:27][CH:26]=1)([CH2:40][CH3:41])[C:36]([O:38][CH3:39])=[O:37])[CH3:34] |f:1.2,4.5|. Procedure: In N,N-dimethylformamide (1.4 mL) was dissolved 4-{5-[4-(trifluoromethyl)-1-{[2-(trimethylsilyl)ethoxy]methyl}-1H-imidazol-2-yl]pyridin-2-yl}phenol (305 mg), 60% sodium hydride (34 mg) was added to the solution at room temperature and the mixture was stirred for one hour. To the reaction mixture was added an N,N-dimethylformamide (1 mL) solution containing methyl 2-ethyl-2-(p-tolylsulfonyloxymethyl)-butanoate (264 mg) under ice-cooling. The reaction mixture was stirred at 100° C. overnight. To t...